From a dataset of the Open Reaction Database (ORD), a public repository of structured organic reaction records. describe an organic reaction: reactants, conditions, products, and yield Reactants: FC1=C(C(=CC=C1)F)N1C(C=CC2=C1N=C(N=C2C=2C=C(C(=O)NCCC)C=CC2C)S(=O)(=O)C)=O (3-[8-(2,6-difluorophenyl)-2-(methylsulfonyl)-7-oxo-7,8-dihydropyrido[2,3-d]pyrimidin-4-yl]-4-methyl-N-propylbenzamide), CN(CCCNC)C (N,N,N′-trimethyl-1,3-propanediamine), TEA. Run in C(Cl)Cl (CH2Cl2). Yields the product FC1=C(C(=CC=C1)F)N1C(C=CC2=C1N=C(N=C2C=2C=C(C(=O)NCCC)C=CC2C)N(C)CCCN(C)C)=O (3-{8-(2,6-difluorophenyl)-2-[[3-(dimethylamino)propyl](methyl)amino]-7-oxo-7,8-dihydropyrido[2,3-d]pyrimidin-4-yl}-4-methyl-N-propylbenzamide). RXN SMILES: [F:1][C:2]1[CH:7]=[CH:6][CH:5]=[C:4]([F:8])[C:3]=1[N:9]1[C:14]2[N:15]=[C:16](S(C)(=O)=O)[N:17]=[C:18]([C:19]3[CH:20]=[C:21]([CH:28]=[CH:29][C:30]=3[CH3:31])[C:22]([NH:24][CH2:25][CH2:26][CH3:27])=[O:23])[C:13]=2[CH:12]=[CH:11][C:10]1=[O:36].[CH3:37][N:38]([CH3:44])[CH2:39][CH2:40][CH2:41][NH:42][CH3:43]>C(Cl)Cl>[F:1][C:2]1[CH:7]=[CH:6][CH:5]=[C:4]([F:8])[C:3]=1[N:9]1[C:14]2[N:15]=[C:16]([N:42]([CH2:41][CH2:40][CH2:39][N:38]([CH3:44])[CH3:37])[CH3:43])[N:17]=[C:18]([C:19]3[CH:20]=[C:21]([CH:28]=[CH:29][C:30]=3[CH3:31])[C:22]([NH:24][CH2:25][CH2:26][CH3:27])=[O:23])[C:13]=2[CH:12]=[CH:11][C:10]1=[O:36]. Reported procedure: 3-[8-(2,6-difluorophenyl)-2-(methylsulfonyl)-7-oxo-7,8-dihydropyrido[2,3-d]pyrimidin-4-yl]-4-methyl-N-propylbenzamide (0.04 g, 0.078 mmol), N,N,N′-trimethyl-1,3-propanediamine (0.134 g, 0.115 mmol), and TEA (0.016 g, 0.156 mmol) were combined in CH2Cl2 (5 mL) and stirred under argon at room temperature. The solvents were pumped off in vacuo. The residue was flash chromatographed on silica gel (10 g) eluted with CH2Cl2 to 6:1:0.1, CH2Cl2: ethanol:NH4OH. The compound had an impurity which was remo...